Dataset: the Open Reaction Database (ORD), a public repository of structured organic reaction records. Task: describe an organic reaction: reactants, conditions, products, and yield Starting materials: O=C([O-])[O-], COC(=O)c1cccc(C=O)c1NS(=O)(=O)c1ccc(OC)cc1, Cl, [K+], [K+], CN(C)C=O, O, ClCc1cccnc1. The product is COC(=O)c1cccc(C=O)c1N(Cc1cccnc1)S(=O)(=O)c1ccc(OC)cc1. As a reaction SMILES: [C:34](=[O:35])([O-:36])[O-:37].[CH3:1][O:2][C:3]([c:4]1[c:5]([NH:12][S:13](=[O:14])(=[O:15])[c:16]2[cH:17][cH:18][c:19]([O:22][CH3:23])[cH:20][cH:21]2)[c:6]([CH:10]=[O:11])[cH:7][cH:8][cH:9]1)=[O:24].[ClH:25].[K+:38].[K+:39].[O:40]=[CH:41][N:42]([CH3:43])[CH3:44].[OH2:45].[cH:26]1[c:27]([CH2:32][Cl:33])[cH:28][cH:29][cH:30][n:31]1>>[CH3:1][O:2][C:3]([c:4]1[c:5]([N:12]([S:13](=[O:14])(=[O:15])[c:16]2[cH:17][cH:18][c:19]([O:22][CH3:23])[cH:20][cH:21]2)[CH2:32][c:27]2[cH:26][n:31][cH:30][cH:29][cH:28]2)[c:6]([CH:10]=[O:11])[cH:7][cH:8][cH:9]1)=[O:24]. Starting materials: [K] (potassium), OCCOC(=O)C=1C(=C(C(=NC1C)CO)C(=O)O)C1=CC(=CC=C1)[N+](=O)[O-] (2-hydroxymethyl-6-methyl-4-(3-nitrophenyl)pyridine-3,5-dicarboxylic acid 5-(2-hydroxyethyl) ester), Cl (hydrochloric acid). Run in O (water), O (water). Run at time 8 hour. The product is CC1=C(C(=C2C(=N1)COC2=O)C2=CC(=CC=C2)[N+](=O)[O-])C(=O)OCCO (2-Hydroxyethyl 5,7-dihydro-2-methyl-4-(3-nitrophenyl)-5-oxofuro[3,4-b]pyridine-3-carboxylate). Reaction SMILES: [K].[OH:2][CH2:3][CH2:4][O:5][C:6]([C:8]1[C:9]([C:20]2[CH:25]=[CH:24][CH:23]=[C:22]([N+:26]([O-:28])=[O:27])[CH:21]=2)=[C:10]([C:17](O)=[O:18])[C:11]([CH2:15][OH:16])=[N:12][C:13]=1[CH3:14])=[O:7].Cl>O>[CH3:14][C:13]1[N:12]=[C:11]2[CH2:15][O:16][C:17](=[O:18])[C:10]2=[C:9]([C:20]2[CH:25]=[CH:24][CH:23]=[C:22]([N+:26]([O-:28])=[O:27])[CH:21]=2)[C:8]=1[C:6]([O:5][CH2:4][CH2:3][OH:2])=[O:7] |^1:0|. Procedure: 4 g of potassium salt of 2-hydroxymethyl-6-methyl-4-(3-nitrophenyl)pyridine-3,5-dicarboxylic acid 5-(2-hydroxyethyl) ester (Example 52) were dissolved in 4 ml of water and acidified with concentrated hydrochloric acid. After standing overnight at room temperature, the mixture was diluted with water, the oil which separated out was extracted with methylene chloride, the organic extracts, after drying over sodium sulphate, were evaporated in vacuo and the residue was recrystallized from isopropano... Product: CCCCCCCCC1(C2CNCCN2CCO)C(=O)NC(=O)NC1=O. Reaction SMILES: [Br:1][C:2]1([CH2:11][CH2:12][CH2:13][CH2:14][CH2:15][CH2:16][CH2:17][CH3:18])[C:3](=[O:10])[NH:4][C:5](=[O:9])[NH:6][C:7]1=[O:8].[CH3:29][CH2:30][OH:31].[CH3:32][S:33]([CH3:34])=[O:35].[OH2:28].[OH:19][CH2:20][CH2:21][N:22]1[CH2:23][CH2:24][NH:25][CH2:26][CH2:27]1>>[C:2]1([CH2:11][CH2:12][CH2:13][CH2:14][CH2:15][CH2:16][CH2:17][CH3:18])([CH:23]2[N:22]([CH2:21][CH2:20][OH:19])[CH2:27][CH2:26][NH:25][CH2:24]2)[C:3](=[O:10])[NH:4][C:5](=[O:9])[NH:6][C:7]1=[O:8]. The reactants are CCCCCCCCC1(Br)C(=O)NC(=O)NC1=O, CCO, CS(C)=O, O, OCCN1CCNCC1. Reactants: C(C1=CC=CC=C1)N1N=C(C(=C1)CCC(=O)OCC)O (ethyl 3-(1-benzyl-3-hydroxy-1H-pyrazol-4-yl)propionate), ClCC=1C=CC(=NC1)OCC=1N=C(OC1C)C1=CC=CC=C1 (5-chloromethyl-2-(5-methyl-2-phenyl-4-oxazolylmethoxy)pyridine), C([O-])([O-])=O.[K+].[K+] (potassium carbonate), CN(C=O)C (N,N-dimethylformamide). Solvent: O (water). Conditions: temperature 60 celsius, time 4 hour. Yields the product C(C1=CC=CC=C1)N1N=C(C(=C1)CCC(=O)OCC)OCC=1C=NC(=CC1)OCC=1N=C(OC1C)C1=CC=CC=C1 (ethyl 3-[1-benzyl-3-[6-(5-methyl-2-phenyl-4-oxazolylmethoxy)-3-pyridylmethoxy]-1H-pyrazol-4-yl]propionate). Yield: 90.3%. RXN SMILES: [CH2:1]([N:8]1[CH:12]=[C:11]([CH2:13][CH2:14][C:15]([O:17][CH2:18][CH3:19])=[O:16])[C:10]([OH:20])=[N:9]1)[C:2]1[CH:7]=[CH:6][CH:5]=[CH:4][CH:3]=1.Cl[CH2:22][C:23]1[CH:24]=[CH:25][C:26]([O:29][CH2:30][C:31]2[N:32]=[C:33]([C:37]3[CH:42]=[CH:41][CH:40]=[CH:39][CH:38]=3)[O:34][C:35]=2[CH3:36])=[N:27][CH:28]=1.C(=O)([O-])[O-].[K+].[K+].CN(C)C=O>O>[CH2:1]([N:8]1[CH:12]=[C:11]([CH2:13][CH2:14][C:15]([O:17][CH2:18][CH3:19])=[O:16])[C:10]([O:20][CH2:22][C:23]2[CH:28]=[N:27][C:26]([O:29][CH2:30][C:31]3[N:32]=[C:33]([C:37]4[CH:42]=[CH:41][CH:40]=[CH:39][CH:38]=4)[O:34][C:35]=3[CH3:36])=[CH:25][CH:24]=2)=[N:9]1)[C:2]1[CH:3]=[CH:4][CH:5]=[CH:6][CH:7]=1 |f:2.3.4|. Procedure details: A mixture of ethyl 3-(1-benzyl-3-hydroxy-1H-pyrazol-4-yl)propionate (411 mg), 5-chloromethyl-2-(5-methyl-2-phenyl-4-oxazolylmethoxy)pyridine (472 mg), potassium carbonate (414 mg) and N,N-dimethylformamide (10 ml) was stirred at 60° C. for 4 hrs. The reaction mixture was poured into water and the mixture was extracted with ethyl acetate. The ethyl acetate layer was washed with saturated brine, dried (MgSO4) and concentrated. The residue was subjected to silica gel column chromatography, and ethy... Reaction SMILES: Br[C:2]1[C:10]2[N:9]3[CH2:11][CH2:12][NH:13][C:14](=[O:15])[C:8]3=[CH:7][C:6]=2[CH:5]=[C:4]([C:16]#[N:17])[CH:3]=1.[F:18][C:19]1[CH:24]=[CH:23][C:22](B(O)O)=[CH:21][CH:20]=1>>[F:18][C:19]1[CH:24]=[CH:23][C:22]([C:2]2[C:10]3[N:9]4[CH2:11][CH2:12][NH:13][C:14](=[O:15])[C:8]4=[CH:7][C:6]=3[CH:5]=[C:4]([C:16]#[N:17])[CH:3]=2)=[CH:21][CH:20]=1. Procedure: The title compound, off-white solid (65 mg, 85%), MS (ISP) m/z=306.4 [(M+H)+], mp 297.5° C., was prepared in accordance with the general method of example 1 from 6-bromo-1-oxo-1,2,3,4-tetrahydro-pyrazino[1,2-a]indole-8-carbonitrile (intermediate 15) (72.5 mg, 0.25 mmol) and commercially available 4-fluoro-phenylboronic acid (45.5 mg, 0.325 mmol). Reactants: solid, BrC1=CC(=CC=2C=C3N(C12)CCNC3=O)C#N (6-bromo-1-oxo-1,2,3,4-tetrahydro-pyrazino[1,2-a]indole-8-carbonitrile), BrC1=CC(=CC=2C=C3N(C12)CCNC3=O)C#N (6-bromo-1-oxo-1,2,3,4-tetrahydro-pyrazino[1,2-a]indole-8-carbonitrile), FC1=CC=C(C=C1)B(O)O (4-fluoro-phenylboronic acid). Yields the product FC1=CC=C(C=C1)C1=CC(=CC=2C=C3N(C12)CCNC3=O)C#N (6-(4-Fluoro-phenyl)-1-oxo-1,2,3,4-tetrahydro-pyrazino[1,2-a]indole-8-carbonitrile). Reactants: CCCCc1nc(-c2ccc(C(F)(F)F)cc2)sc1COc1ccc(-c2noc(=O)[nH]2)c(Br)c1, N#C[Cu]C#N, c1ccncc1. Yields the product CCCCc1nc(-c2ccc(C(F)(F)F)cc2)sc1COc1ccc(-c2noc(=O)[nH]2)c(C#N)c1. RXN SMILES: [Br:1][c:2]1[c:3](-[c:29]2[n:30][o:31][c:32](=[O:34])[nH:33]2)[cH:4][cH:5][c:6]([O:8][CH2:9][c:10]2[c:11]([CH2:25][CH2:26][CH2:27][CH3:28])[n:12][c:13](-[c:15]3[cH:16][cH:17][c:18]([C:21]([F:22])([F:23])[F:24])[cH:19][cH:20]3)[s:14]2)[cH:7]1.[Cu:35]([C:36]#[N:37])[C:38]#[N:39].[cH:40]1[cH:41][cH:42][n:43][cH:44][cH:45]1>>[c:2]1([C:36]#[N:37])[c:3](-[c:29]2[n:30][o:31][c:32](=[O:34])[nH:33]2)[cH:4][cH:5][c:6]([O:8][CH2:9][c:10]2[c:11]([CH2:25][CH2:26][CH2:27][CH3:28])[n:12][c:13](-[c:15]3[cH:16][cH:17][c:18]([C:21]([F:22])([F:23])[F:24])[cH:19][cH:20]3)[s:14]2)[cH:7]1. Reactants: CC1=NN(C2=C1CCC2)C2=C(C=C(C(=O)O)C=C2)C(F)(F)F (4-(3-methyl-5,6-dihydro-4H-cyclopentapyrazol-1-yl)-3-trifluoromethylbenzoic acid), CN(C)C(=[N+](C)C)ON1C2=C(C=CC=C2)N=N1.[B-](F)(F)(F)F (TBTU), C(C)(C)N(CC)C(C)C (diisopropylethylamine), ClC1=CC2=C(NC(=N2)[C@H](C)N)C=C1 ((1S)-1-(5-chloro-1H-benzimidazol-2-yl)ethylamine), ClCl (chlorine), C24H21ClF3N5O, ClCl (chlorine). Run in O1CCCC1 (tetrahydrofuran), ClCCl.C(C)O (dichloromethane ethanol). Product: ClC1=CC2=C(NC(=N2)[C@H](C)NC(C2=CC(=C(C=C2)N2N=C(C3=C2CCC3)C)C(F)(F)F)=O)C=C1 (N-[(1S)-1-(5-chloro-1H-benzimidazol-2-yl)ethyl]-4-(3-methyl-5,6-dihydro-4H-cyclopentapyrazol-1-yl)-3-trifluoromethylbenzamide). Yield: 47.0%. As a reaction SMILES: [CH3:1][C:2]1[C:6]2[CH2:7][CH2:8][CH2:9][C:5]=2[N:4]([C:10]2[CH:18]=[CH:17][C:13]([C:14](O)=[O:15])=[CH:12][C:11]=2[C:19]([F:22])([F:21])[F:20])[N:3]=1.CN(C(ON1N=NC2C=CC=CC1=2)=[N+](C)C)C.[B-](F)(F)(F)F.C(N(C(C)C)CC)(C)C.[Cl:54][C:55]1[CH:66]=[CH:65][C:58]2[NH:59][C:60]([C@@H:62]([NH2:64])[CH3:63])=[N:61][C:57]=2[CH:56]=1.ClCl>O1CCCC1.ClCCl.C(O)C>[Cl:54][C:55]1[CH:66]=[CH:65][C:58]2[NH:59][C:60]([C@@H:62]([NH:64][C:14](=[O:15])[C:13]3[CH:17]=[CH:18][C:10]([N:4]4[C:5]5[CH2:9][CH2:8][CH2:7][C:6]=5[C:2]([CH3:1])=[N:3]4)=[C:11]([C:19]([F:20])([F:21])[F:22])[CH:12]=3)[CH3:63])=[N:61][C:57]=2[CH:56]=1 |f:1.2,7.8|. Procedure: Prepared analogously to Example 1g from 4-(3-methyl-5,6-dihydro-4H-cyclopentapyrazol-1-yl)-3-trifluoromethylbenzoic acid, TBTU, diisopropylethylamine, and (1S)-1-(5-chloro-1H-benzimidazol-2-yl)ethylamine in tetrahydrofuran. Yield: 47%; Rf value: 0.30 (silica gel: dichloromethane/ethanol=9:1); C24H21ClF3N5O (487.911); mass spectrum: (M+H)+=488/490 (chlorine isotope) and (M−H)−=487/489 (chlorine isotope). Starting materials: O=C([O-])O, O=C(Cl)Oc1ccccc1, CC1COCCN1c1cc(CS(=O)(=O)c2cc(F)cc(F)c2)nc(-c2ccc(N)cc2)n1, [Na+], C1COCCO1. Yields the product CC1COCCN1c1cc(CS(=O)(=O)c2cc(F)cc(F)c2)nc(-c2ccc(NC(=O)Oc3ccccc3)cc2)n1. Reaction SMILES: [C:43](=[O:44])([O-:45])[OH:46].[Cl:1][C:2](=[O:3])[O:4][c:5]1[cH:6][cH:7][cH:8][cH:9][cH:10]1.[F:11][c:12]1[cH:13][c:14]([S:19](=[O:20])(=[O:21])[CH2:22][c:23]2[n:24][c:25](-[c:36]3[cH:37][cH:38][c:39]([NH2:40])[cH:41][cH:42]3)[n:26][c:27]([N:29]3[CH:30]([CH3:35])[CH2:31][O:32][CH2:33][CH2:34]3)[cH:28]2)[cH:15][c:16]([F:18])[cH:17]1.[Na+:47].[O:48]1[CH2:49][CH2:50][O:51][CH2:52][CH2:53]1>>[C:2](=[O:3])([O:4][c:5]1[cH:6][cH:7][cH:8][cH:9][cH:10]1)[NH:40][c:39]1[cH:38][cH:37][c:36](-[c:25]2[n:24][c:23]([CH2:22][S:19]([c:14]3[cH:13][c:12]([F:11])[cH:17][c:16]([F:18])[cH:15]3)(=[O:20])=[O:21])[cH:28][c:27]([N:29]3[CH:30]([CH3:35])[CH2:31][O:32][CH2:33][CH2:34]3)[n:26]2)[cH:42][cH:41]1. Starting materials: CCOCC, ClCCl, Cl, O=S(=O)(Cl)c1ccc(C(F)(F)F)cc1, Nc1ccc(F)cc1F, c1ccncc1. Yields the product O=S(=O)(Nc1ccc(F)cc1F)c1ccc(C(F)(F)F)cc1. RXN SMILES: [CH3:34][CH2:35][O:36][CH2:37][CH3:38].[Cl:31][CH2:32][Cl:33].[ClH:30].[F:16][C:17]([c:18]1[cH:19][cH:20][c:21]([S:24](=[O:25])(=[O:26])[Cl:27])[cH:22][cH:23]1)([F:28])[F:29].[F:1][c:2]1[c:3]([NH2:9])[cH:4][cH:5][c:6]([F:8])[cH:7]1.[cH:10]1[cH:11][cH:12][n:13][cH:14][cH:15]1>>[F:1][c:2]1[c:3]([NH:9][S:24]([c:21]2[cH:20][cH:19][c:18]([C:17]([F:16])([F:28])[F:29])[cH:23][cH:22]2)(=[O:25])=[O:26])[cH:4][cH:5][c:6]([F:8])[cH:7]1.